From a dataset of the Open Reaction Database (ORD), a public repository of structured organic reaction records. describe an organic reaction: reactants, conditions, products, and yield As a reaction SMILES: C(OC([NH:8][CH2:9][CH2:10][O:11][C:12]1[CH:17]=[C:16]([F:18])[CH:15]=[CH:14][C:13]=1[NH:19][C:20]1[C:21]2[C:28]([CH3:29])=[C:27]([C:30]([O:32][CH3:33])=[O:31])[S:26][C:22]=2[N:23]=[CH:24][N:25]=1)=O)(C)(C)C.[Cl:34]CCl>FC(F)(F)C(O)=O>[ClH:34].[NH2:8][CH2:9][CH2:10][O:11][C:12]1[CH:17]=[C:16]([F:18])[CH:15]=[CH:14][C:13]=1[NH:19][C:20]1[C:21]2[C:28]([CH3:29])=[C:27]([C:30]([O:32][CH3:33])=[O:31])[S:26][C:22]=2[N:23]=[CH:24][N:25]=1 |f:3.4|. Reactants: C(C)(C)(C)OC(=O)NCCOC1=C(C=CC(=C1)F)NC=1C2=C(N=CN1)SC(=C2C)C(=O)OC (Methyl 4-(2-(2-(tert-butoxycarbonylamino)ethoxy)-4-fluorophenylamino)-5-methyl-thieno[2,3-d]pyrimidine-6-carboxylate), ClCCl (dichlormethane). Procedure: Methyl 4-(2-(2-(tert-butoxycarbonylamino)ethoxy)-4-fluorophenylamino)-5-methyl-thieno[2,3-d]pyrimidine-6-carboxylate (20 mg) was dissolved in 25% solution of trifluoroacetic acid in dichlormethane (2 ml). The reaction was stirred at room temperature for 2 h. The solvent was concentrated in vacuo and the residue was dissolved in methanol and triturated with HCl in methanol. Solvent: solution, FC(C(=O)O)(F)F (trifluoroacetic acid). Product: Cl.NCCOC1=C(C=CC(=C1)F)NC=1C2=C(N=CN1)SC(=C2C)C(=O)OC (Methyl 4-(2-(2-aminoethoxy)-4-fluorophenylamino)-5-methyl-thieno[2,3-d]pyrimidine-6-carboxylate hydrochloride). Conditions: time 2 hour. Starting materials: COC1=CC2=C(SC(=C2OC2=CC=C(C=C2)OC)C=O)C=C1OC (5,6-Dimethoxy-3-(4-methoxyphenoxy)benzo[b]thiophene-2-carbaldehyde), N1=CC=C(C=C1)CC(=O)OCC (ethyl 4-pyridylacetate), C(C)(=O)OC(C)=O (acetic anhydride), C(=O)(O)[O-].[Na+] (NaHCO3). Conditions: temperature 100 celsius. Yields the product COC1=CC2=C(SC(=C2OC2=CC=C(C=C2)OC)/C=C(/C(=O)OCC)\C2=CC=NC=C2)C=C1OC (Ethyl (E)-3-[5,6-dimethoxy-3-(4-methoxyphenoxy)benzo[b]thiophen-2-yl]-2-(4-pyridinyl)-2-propenoate). Reaction SMILES: [CH3:1][O:2][C:3]1[C:22]([O:23][CH3:24])=[CH:21][C:6]2[S:7][C:8]([CH:19]=O)=[C:9]([O:10][C:11]3[CH:16]=[CH:15][C:14]([O:17][CH3:18])=[CH:13][CH:12]=3)[C:5]=2[CH:4]=1.[N:25]1[CH:30]=[CH:29][C:28]([CH2:31][C:32]([O:34][CH2:35][CH3:36])=[O:33])=[CH:27][CH:26]=1.C(OC(=O)C)(=O)C.C([O-])(O)=O.[Na+]>>[CH3:1][O:2][C:3]1[C:22]([O:23][CH3:24])=[CH:21][C:6]2[S:7][C:8](/[CH:19]=[C:31](\[C:28]3[CH:29]=[CH:30][N:25]=[CH:26][CH:27]=3)/[C:32]([O:34][CH2:35][CH3:36])=[O:33])=[C:9]([O:10][C:11]3[CH:12]=[CH:13][C:14]([O:17][CH3:18])=[CH:15][CH:16]=3)[C:5]=2[CH:4]=1 |f:3.4|. Reported procedure: A solution containing 6 mmol of the product obtained in Step E, 30 mmol of ethyl 4-pyridylacetate and 5 ml of acetic anhydride is maintained at 100° C. for 18 hours. After returning to room temperature, the reaction mixture is hydrolysed by a saturated NaHCO3 solution and extracted with ethyl acetate. The organic phases are then washed with water and then with an NaCl solution, dried over calcium sulphate, filtered and concentrated under reduced pressure. Chromatography over silica gel (dichloro... Starting materials: [Br-], N#CC1(c2cc(Br)cc(C=O)c2)CC1, C1CCOC1, C[Si](C)(C)[N-][Si](C)(C)C, COC(=O)C[P+](c1ccccc1)(c1ccccc1)c1ccccc1, [Li+]. Product: COC(=O)C=Cc1cc(Br)cc(C2(C#N)CC2)c1. Reaction SMILES: [Br-:1].[Br:36][c:37]1[cH:38][c:39]([C:45]2([C:48]#[N:49])[CH2:46][CH2:47]2)[cH:40][c:41]([CH:43]=[O:44])[cH:42]1.[CH2:50]1[O:51][CH2:52][CH2:53][CH2:54]1.[CH3:27][Si:28]([N-:29][Si:30]([CH3:31])([CH3:32])[CH3:33])([CH3:34])[CH3:35].[CH3:2][O:3][C:4]([CH2:5][P+:6]([c:7]1[cH:8][cH:9][cH:10][cH:11][cH:12]1)([c:13]1[cH:14][cH:15][cH:16][cH:17][cH:18]1)[c:19]1[cH:20][cH:21][cH:22][cH:23][cH:24]1)=[O:25].[Li+:26]>>[CH3:2][O:3][C:4]([CH:5]=[CH:43][c:41]1[cH:40][c:39]([C:45]2([C:48]#[N:49])[CH2:46][CH2:47]2)[cH:38][c:37]([Br:36])[cH:42]1)=[O:25]. Reactants: O=[N+]([O-])c1ccc(Br)cn1, O=C([O-])[O-], CN(C)C=O, [Cs+], [Cs+], O, Cc1ccc(NC(=O)OC(C)(C)C)cc1O. Yields the product Cc1ccc(NC(=O)OC(C)(C)C)cc1Oc1ccc([N+](=O)[O-])nc1. Reaction SMILES: [Br:17][c:18]1[cH:19][cH:20][c:21]([N+:24](=[O:25])[O-:26])[n:22][cH:23]1.[C:27](=[O:28])([O-:29])[O-:30].[CH3:33][N:34]([CH3:35])[CH:36]=[O:37].[Cs+:31].[Cs+:32].[OH2:38].[OH:1][c:2]1[cH:3][c:4]([NH:9][C:10]([O:11][C:12]([CH3:13])([CH3:14])[CH3:15])=[O:16])[cH:5][cH:6][c:7]1[CH3:8]>>[O:1]([c:2]1[cH:3][c:4]([NH:9][C:10]([O:11][C:12]([CH3:13])([CH3:14])[CH3:15])=[O:16])[cH:5][cH:6][c:7]1[CH3:8])[c:18]1[cH:19][cH:20][c:21]([N+:24](=[O:25])[O-:26])[n:22][cH:23]1. The product is CC(C)(C)OC(=O)NC1CCN(c2cc(C(F)(F)F)ccn2)CC1. RXN SMILES: [Br:1][c:2]1[n:3][cH:4][cH:5][c:6]([C:8]([F:9])([F:10])[F:11])[cH:7]1.[CH3:26][S:27]([CH3:28])=[O:29].[NH:12]1[CH2:13][CH2:14][CH:15]([NH:18][C:19]([O:20][C:21]([CH3:22])([CH3:23])[CH3:24])=[O:25])[CH2:16][CH2:17]1>>[c:2]1([N:12]2[CH2:13][CH2:14][CH:15]([NH:18][C:19]([O:20][C:21]([CH3:22])([CH3:23])[CH3:24])=[O:25])[CH2:16][CH2:17]2)[n:3][cH:4][cH:5][c:6]([C:8]([F:9])([F:10])[F:11])[cH:7]1. Starting materials: FC(F)(F)c1ccnc(Br)c1, CS(C)=O, CC(C)(C)OC(=O)NC1CCNCC1. Starting materials: N(=NC(=O)OC(C)C)C(=O)OC(C)C (Diisopropyl azodicarboxylate), C(C1=CC=CC=C1)OC1=CC=C(C=C1)O (4-(benzyloxy)phenol), OC1CCN(CC1)C(=O)OC(C)(C)C (tert-butyl 4 hydroxypiperidine-1-carboxylate), C1(=CC=CC=C1)P(C1=CC=CC=C1)C1=CC=CC=C1 (triphenylphosphine). The solvent is ClCCl (dichloromethane). Reaction conditions: time 18 hour. The product is C(C1=CC=CC=C1)OC1=CC=C(OC2CCN(CC2)C(=O)OC(C)(C)C)C=C1 (tert-butyl 4-[4-(benzyloxy)phenoxy]piperidine-1-carboxylate). The yield is 84.8%. As a reaction SMILES: N(C(OC(C)C)=O)=NC(OC(C)C)=O.[CH2:15]([O:22][C:23]1[CH:28]=[CH:27][C:26]([OH:29])=[CH:25][CH:24]=1)[C:16]1[CH:21]=[CH:20][CH:19]=[CH:18][CH:17]=1.O[CH:31]1[CH2:36][CH2:35][N:34]([C:37]([O:39][C:40]([CH3:43])([CH3:42])[CH3:41])=[O:38])[CH2:33][CH2:32]1.C1(P(C2C=CC=CC=2)C2C=CC=CC=2)C=CC=CC=1>ClCCl>[CH2:15]([O:22][C:23]1[CH:24]=[CH:25][C:26]([O:29][CH:31]2[CH2:36][CH2:35][N:34]([C:37]([O:39][C:40]([CH3:43])([CH3:42])[CH3:41])=[O:38])[CH2:33][CH2:32]2)=[CH:27][CH:28]=1)[C:16]1[CH:17]=[CH:18][CH:19]=[CH:20][CH:21]=1. Procedure details: Diisopropyl azodicarboxylate (2.36 mL) was added to a solution of 4-(benzyloxy)phenol (2.0 g), tert-butyl 4 hydroxypiperidine-1-carboxylate (2.41 g) and triphenylphosphine (3.67 g) in dichloromethane (30 mL). The reaction mixture was stirred at ambient temperature for 18 hours and then concentrated at reduced pressure. This resulting mixture was purified by silica column chromatography, eluting with a gradient of 0 to 20% ethyl acetate in hexane to give tert-butyl 4-[4-(benzyloxy)phenoxy]piperid... Starting materials: COC(Cl)Cl (1,1-dichloromethyl methyl ether), Cl (hydrogen chloride), C(C)C=1SC(=CC1)CC (2,5-diethylthiophene). The reagents and catalysts are [Ti](Cl)(Cl)(Cl)Cl (Titanium tetrachloride). Run in ClCCl (dichloromethane). Run at temperature 0 celsius, time 10 minute. Product: C(C)C=1SC(=CC1C=O)CC (2,5-diethyl-3-thiophenecarboxaldehyde). The yield is 56.7%. RXN SMILES: [CH2:1]([C:3]1[S:4][C:5]([CH2:8][CH3:9])=[CH:6][CH:7]=1)[CH3:2].[CH3:10][O:11]C(Cl)Cl.Cl>ClCCl.[Ti](Cl)(Cl)(Cl)Cl>[CH2:1]([C:3]1[S:4][C:5]([CH2:8][CH3:9])=[CH:6][C:7]=1[CH:10]=[O:11])[CH3:2]. Procedure: Titanium tetrachloride (8.0 cm3, 70 mmol) was added slowly under nitrogen to a stirred solution of 2,5-diethylthiophene (6.0 g, 43 mmol) in dichloromethane (25 ml) at 0° C. After 10 min, 1,1-dichloromethyl methyl ether (5.0 g, 43 mmol) was added dropwise causing a vigorous reaction and the evolution of hydrogen chloride. The dark mixture was stirred at 0° C. for 30 min followed by 1 h at 20° C. and then poured onto ice water (100 ml). The organic phase was separated, the aqueous solution was ext...